This data is from the Open Reaction Database (ORD), a public repository of structured organic reaction records. The task is: describe an organic reaction: reactants, conditions, products, and yield Reactants: C1(=CC=CC=C1)[C@@H](C)N ((R)-1-phenyl-ethylamine), COC(CC(C)=O)=O (3-oxo-butyric acid methyl ester), COC(C#C)=O (Propynoic acid methyl ester). Run in CO (MeOH). Product: COC(C=CC(C(=O)OC)=C(C)N[C@H](C)C1=CC=CC=C1)=O ((R)-4-[1-(1-Phenyl-ethylamino)-ethylidene]-pent-2-enedioic acid dimethyl ester). Isolated yield 73.9%. As a reaction SMILES: [C:1]1([C@H:7]([NH2:9])[CH3:8])[CH:6]=[CH:5][CH:4]=[CH:3][CH:2]=1.[CH3:10][O:11][C:12](=[O:17])[CH2:13][C:14](=O)[CH3:15].[CH3:18][O:19][C:20](=[O:23])[C:21]#[CH:22]>CO>[CH3:18][O:19][C:20](=[O:23])[CH:21]=[CH:22][C:13](=[C:14]([NH:9][C@@H:7]([C:1]1[CH:6]=[CH:5][CH:4]=[CH:3][CH:2]=1)[CH3:8])[CH3:15])[C:12]([O:11][CH3:10])=[O:17]. Procedure details: A mixture of (R)-1-phenyl-ethylamine (3 g, 24.8 mmol) and 3-oxo-butyric acid methyl ester (3.2 mL, 29.7 mmol) in MeOH (100 mL) was refluxed for 3 h. Propynoic acid methyl ester (3.3 mL, 37.1 mmol) was added, and the resulting mixture was refluxed for 2 days. After cooling to r.t., the solvent was evaporated, and the crude oil was recrystallized from MeOH to give 5.56 g of the title compound as a pale orange solid. MS: (+) m/z 304.31 (M+1). Procedure details: To a solution of 10 g (65.7 mmol) of methyl pyrazin-2-ylacetate in 263 mL of anhydrous acetone (4 mL/mmol) there are added in succession 5.7 g of lithium bromide (65.7 mmol), 22.1 g of sodium bicarbonate (263 mmol) and then 9.4 mL of chloroacetaldehyde (50% solution in water) (72.6 mmoles). The whole is subsequently heated at reflux overnight. The reaction mixture is subsequently concentrated to dryness and then taken up in ethyl acetate. The organic phase is washed with a saturated sodium chlor... As a reaction SMILES: [N:1]1[CH:6]=[CH:5][N:4]=[CH:3][C:2]=1[CH2:7][C:8]([O:10][CH3:11])=[O:9].[Br-].[Li+].C(=O)(O)[O-].[Na+].Cl[CH2:20][CH:21]=O>CC(C)=O>[CH:3]1[C:2]2[N:1]([CH:20]=[CH:21][C:7]=2[C:8]([O:10][CH3:11])=[O:9])[CH:6]=[CH:5][N:4]=1 |f:1.2,3.4|. Yields the product C=1C=2N(C=CN1)C=CC2C(=O)OC (Methyl pyrrolo[1,2-a]pyrazine-8-carboxylate). The reactants are N1=C(C=NC=C1)CC(=O)OC (methyl pyrazin-2-ylacetate), [Br-].[Li+] (lithium bromide), C([O-])(O)=O.[Na+] (sodium bicarbonate), ClCC=O (chloroacetaldehyde). Solvent: CC(=O)C (acetone). The reactants are BrC1=C(C#N)C=CC(=C1)CCO (2-Bromo-4-(2-hydroxyethyl)benzonitrile), CC(=O)OI1(C=2C=CC=CC2C(=O)O1)(OC(=O)C)OC(=O)C (Dess-Martin reagent). Solvent: C(Cl)Cl (DCM). Run at time 4 hour. Yields the product BrC1=C(C#N)C=CC(=C1)CC=O (2-Bromo-4-(2-oxoethyl)benzonitrile). As a reaction SMILES: [Br:1][C:2]1[CH:9]=[C:8]([CH2:10][CH2:11][OH:12])[CH:7]=[CH:6][C:3]=1[C:4]#[N:5].CC(OI1(OC(C)=O)(OC(C)=O)OC(=O)C2C=CC=CC1=2)=O>C(Cl)Cl>[Br:1][C:2]1[CH:9]=[C:8]([CH2:10][CH:11]=[O:12])[CH:7]=[CH:6][C:3]=1[C:4]#[N:5]. Procedure: A solution of 2-Bromo-4-(2-hydroxyethyl)benzonitrile (220 mg, 1.0 mmol) in DCM (15 mL) was added Dess-Martin reagent (1.2 g, 2.8 mmol) and the mixture was stirred at RT for 4 hours. The mixture was washed with water, dried over Na2SO4, and concentrated in vacuo to give the title product. 1H NMR (400 MHz, CDCl3) δ 9.77 (t, J=1.6 Hz, 1H), 7.63 (d, J=8.0 Hz, 1H), 7.55 (d, J=1.6 Hz, 1H), 7.25 (dd, J=7.8, 1.6 Hz, 1H), 3.78 (d, J=1.6 Hz, 2H). Starting materials: COCC1(CNCC1)C(=O)N1CC=2C=C(C=NC2CC1)C(F)(F)F ((3-(methoxymethyl)pyrrolidin-3-yl)(3-(trifluoromethyl)-7,8-dihydro-1,6-naphthyridin-6(5H)-yl)methanone), C(C)(=O)C1=CC2=C(N(C(N2C)=O)C)C=C1 (5-acetyl-1,3-dimethyl-1H-benzo[d]imidazol-2(3H)-one), [BH-](OC(=O)C)(OC(=O)C)OC(=O)C.[Na+] (NaBH(OAc)3). The reagents and catalysts are CC(C)O[Ti](OC(C)C)(OC(C)C)OC(C)C (Ti(OiPr)4). The solvent is C1CCOC1 (THF). Conditions: time 8 hour. Yields the product COCC1(CN(CC1)C(C)C1=CC2=C(N(C(N2C)=O)C)C=C1)C(=O)N1CC=2C=C(C=NC2CC1)C(F)(F)F (5-(1-(3-(Methoxymethyl)-3-(3-(trifluoromethyl)-5,6,7,8-tetrahydro-1,6-naphthyridine-6-carbonyl)pyrrolidin-1-yl)ethyl)-1,3-dimethyl-1H-benzo[d]imidazol-2(3H)-one). RXN SMILES: [CH3:1][O:2][CH2:3][C:4]1([C:9]([N:11]2[CH2:20][CH2:19][C:18]3[N:17]=[CH:16][C:15]([C:21]([F:24])([F:23])[F:22])=[CH:14][C:13]=3[CH2:12]2)=[O:10])[CH2:8][CH2:7][NH:6][CH2:5]1.[C:25]([C:28]1[CH:39]=[CH:38][C:31]2[N:32]([CH3:37])[C:33](=[O:36])[N:34]([CH3:35])[C:30]=2[CH:29]=1)(=O)[CH3:26].[BH-](OC(C)=O)(OC(C)=O)OC(C)=O.[Na+]>C1COCC1.CC(O[Ti](OC(C)C)(OC(C)C)OC(C)C)C>[CH3:1][O:2][CH2:3][C:4]1([C:9]([N:11]2[CH2:20][CH2:19][C:18]3[N:17]=[CH:16][C:15]([C:21]([F:22])([F:24])[F:23])=[CH:14][C:13]=3[CH2:12]2)=[O:10])[CH2:8][CH2:7][N:6]([CH:25]([C:28]2[CH:39]=[CH:38][C:31]3[N:32]([CH3:37])[C:33](=[O:36])[N:34]([CH3:35])[C:30]=3[CH:29]=2)[CH3:26])[CH2:5]1 |f:2.3|. Procedure details: The title compound was prepared according to general procedures described in Scheme 6: A mixture of (3-(methoxymethyl)pyrrolidin-3-yl)(3-(trifluoromethyl)-7,8-dihydro-1,6-naphthyridin-6(5H)-yl)methanone VIc (50 mg, 0.146 mmol), 5-acetyl-1,3-dimethyl-1H-benzo[d]imidazol-2(3H)-one (30 mg, 0.146 mmol) and Ti(OiPr)4 (51 mg, 0.182 mmol) in THF (2.5 mL) was irradiated in a Microwave instrument at 100° C. for 30 min (Personal Chemistry Emrys™ Optimizer microwave reactor). The reaction mixture was coole... Reactants: Cl (hydrochloric acid), BrC1=CC=C(C=C1)C1=CC=C(C=C1)CCCCC (4-bromo-4'-pentylbiphenyl), C[Si](C)(C)C#C (trimethylsilylacetylene), C1(=CC=CC=C1)P(C1=CC=CC=C1)C1=CC=CC=C1 (triphenylphosphine), [I-] (iodide). The reagents and catalysts are C=1C=CC(=CC1)[P](C=2C=CC=CC2)(C=3C=CC=CC3)[Pd]([P](C=4C=CC=CC4)(C=5C=CC=CC5)C=6C=CC=CC6)([P](C=7C=CC=CC7)(C=8C=CC=CC8)C=9C=CC=CC9)[P](C=1C=CC=CC1)(C=1C=CC=CC1)C=1C=CC=CC1 (tetrakis(triphenylphosphine)palladium). The solvent is C(C)(=O)OCC (ethyl acetate), O (water), N1CCCCC1 (piperidine). Conditions: temperature 90 celsius. Product: C(CCCC)C1=CC=C(C=C1)C1=CC=C(C=C1)C#C[Si](C)(C)C (2-[4-(4-pentylphenyl)phenyl]-1-trimethylsilylacetylene). Reaction SMILES: Br[C:2]1[CH:7]=[CH:6][C:5]([C:8]2[CH:13]=[CH:12][C:11]([CH2:14][CH2:15][CH2:16][CH2:17][CH3:18])=[CH:10][CH:9]=2)=[CH:4][CH:3]=1.[CH3:19][Si:20]([C:23]#[CH:24])([CH3:22])[CH3:21].C1(P(C2C=CC=CC=2)C2C=CC=CC=2)C=CC=CC=1.[I-].Cl>N1CCCCC1.C1C=CC([P]([Pd]([P](C2C=CC=CC=2)(C2C=CC=CC=2)C2C=CC=CC=2)([P](C2C=CC=CC=2)(C2C=CC=CC=2)C2C=CC=CC=2)[P](C2C=CC=CC=2)(C2C=CC=CC=2)C2C=CC=CC=2)(C2C=CC=CC=2)C2C=CC=CC=2)=CC=1.C(OCC)(=O)C.O>[CH2:14]([C:11]1[CH:12]=[CH:13][C:8]([C:5]2[CH:6]=[CH:7][C:2]([C:24]#[C:23][Si:20]([CH3:22])([CH3:21])[CH3:19])=[CH:3][CH:4]=2)=[CH:9][CH:10]=1)[CH2:15][CH2:16][CH2:17][CH3:18] |^1:55,57,76,95|. Procedure: A mixture of 4-bromo-4'-pentylbiphenyl (5.04 g), trimethylsilylacetylene (2.4 ml), tetrakis(triphenylphosphine)palladium (0.96 g), triphenylphosphine (0.22 g) and cuproous iodide (95 mg) in piperidine (10 ml) was heated for an hour under atmospheric pressure of nitrogen at 90° C. The reaction mixture was poured into a mixture of cold water and ethyl acetate, and adjusted to about pH 1 with 6N hydrochloric acid. The separated organic layer was washed with water and brine, and dried over magnesium... Reactants: CC1(C)C(=O)N(Br)C(=O)N1Br, CCOC(=O)OC1CC2=CCC3C4CCC(C(C)CCC(OC(=O)OCC)C(C)C)C4(C)CCC3C2(C)C(OC(=O)OCC)C1, CCOC(C)=O, CCCCCC, Cc1ccccc1C. Product: CCOC(=O)OC1CC2=CC=C3C4CCC(C(C)CCC(OC(=O)OCC)C(C)C)C4(C)CCC3C2(C)C(OC(=O)OCC)C1. Reaction SMILES: [Br:52][N:53]1[C:54]([CH3:55])([CH3:56])[C:57](=[O:58])[N:59]([Br:60])[C:61]1=[O:62].[CH2:1]([CH3:2])[O:3][C:4](=[O:5])[O:6][CH:7]1[CH2:8][CH:9]([O:40][C:41](=[O:42])[O:43][CH2:44][CH3:45])[CH2:10][C:11]2=[CH:12][CH2:13][CH:14]3[CH:15]4[CH2:16][CH2:17][CH:18]([CH:19]([CH2:20][CH2:21][CH:22]([CH:23]([CH3:24])[CH3:25])[O:26][C:27](=[O:28])[O:29][CH2:30][CH3:31])[CH3:32])[C:33]4([CH3:39])[CH2:34][CH2:35][CH:36]3[C:37]12[CH3:38].[CH2:71]([O:72][C:73](=[O:74])[CH3:75])[CH3:76].[CH3:46][CH2:47][CH2:48][CH2:49][CH2:50][CH3:51].[c:63]1([CH3:64])[c:65]([CH3:66])[cH:67][cH:68][cH:69][cH:70]1>>[CH2:1]([CH3:2])[O:3][C:4](=[O:5])[O:6][CH:7]1[CH2:8][CH:9]([O:40][C:41](=[O:42])[O:43][CH2:44][CH3:45])[CH2:10][C:11]2=[CH:12][CH:13]=[C:14]3[CH:15]4[CH2:16][CH2:17][CH:18]([CH:19]([CH2:20][CH2:21][CH:22]([CH:23]([CH3:24])[CH3:25])[O:26][C:27](=[O:28])[O:29][CH2:30][CH3:31])[CH3:32])[C:33]4([CH3:39])[CH2:34][CH2:35][CH:36]3[C:37]12[CH3:38].